From a dataset of the Open Reaction Database (ORD), a public repository of structured organic reaction records. describe an organic reaction: reactants, conditions, products, and yield The reactants are CN1CCN(c2cccc(O)c2)CC1, O=C(O)C(F)(F)F, N#Cc1cscc1-c1ccc(OCCCc2sc(N3CCc4cccc(C(=O)Nc5nc6ccccc6s5)c4C3)nc2C(=O)O)cc1. Product: CN1CCN(c2cccc(OCCCc3sc(N4CCc5cccc(C(=O)Nc6nc7ccccc7s6)c5C4)nc3C(=O)O)c2)CC1. Reaction SMILES: [CH3:55][N:56]1[CH2:57][CH2:58][N:59]([c:62]2[cH:63][c:64]([OH:68])[cH:65][cH:66][cH:67]2)[CH2:60][CH2:61]1.[F:1][C:2]([F:3])([F:4])[C:5]([OH:6])=[O:7].[s:8]1[c:9]([NH:17][C:18](=[O:19])[c:20]2[cH:21][cH:22][cH:23][c:24]3[c:29]2[CH2:28][N:27]([c:30]2[s:31][c:32]([CH2:38][CH2:39][CH2:40][O:41][c:42]4[cH:43][cH:44][c:45](-[c:46]5[c:47]([C:48]#[N:49])[cH:50][s:51][cH:52]5)[cH:53][cH:54]4)[c:33]([C:35](=[O:36])[OH:37])[n:34]2)[CH2:26][CH2:25]3)[n:10][c:11]2[c:12]1[cH:13][cH:14][cH:15][cH:16]2>>[s:8]1[c:9]([NH:17][C:18](=[O:19])[c:20]2[cH:21][cH:22][cH:23][c:24]3[c:29]2[CH2:28][N:27]([c:30]2[s:31][c:32]([CH2:38][CH2:39][CH2:40][O:68][c:64]4[cH:63][c:62]([N:59]5[CH2:58][CH2:57][N:56]([CH3:55])[CH2:61][CH2:60]5)[cH:67][cH:66][cH:65]4)[c:33]([C:35](=[O:36])[OH:37])[n:34]2)[CH2:26][CH2:25]3)[n:10][c:11]2[c:12]1[cH:13][cH:14][cH:15][cH:16]2. Starting materials: COC(=O)C(C)(C)Cc1ccc(OCCC2CN(Cc3ccc(C(F)(F)F)cc3)C(=O)N2C)cc1, CO, Cl, [Na+], [OH-]. Yields the product CN1C(=O)N(Cc2ccc(C(F)(F)F)cc2)CC1CCOc1ccc(CC(C)(C)C(=O)O)cc1. Reaction SMILES: [CH3:1][O:2][C:3]([C:4]([CH2:5][c:6]1[cH:7][cH:8][c:9]([O:12][CH2:13][CH2:14][CH:15]2[N:16]([CH3:32])[C:17](=[O:31])[N:18]([CH2:20][c:21]3[cH:22][cH:23][c:24]([C:27]([F:28])([F:29])[F:30])[cH:25][cH:26]3)[CH2:19]2)[cH:10][cH:11]1)([CH3:33])[CH3:34])=[O:35].[CH3:39][OH:40].[ClH:38].[Na+:37].[OH-:36]>>[O:2]=[C:3]([C:4]([CH2:5][c:6]1[cH:7][cH:8][c:9]([O:12][CH2:13][CH2:14][CH:15]2[N:16]([CH3:32])[C:17](=[O:31])[N:18]([CH2:20][c:21]3[cH:22][cH:23][c:24]([C:27]([F:28])([F:29])[F:30])[cH:25][cH:26]3)[CH2:19]2)[cH:10][cH:11]1)([CH3:33])[CH3:34])[OH:35]. Procedure details: A mixture of rac-6′-Chloro-3′-(3-chloro-benzyl)-6-methoxy-2′-oxo-2,3,2′,3′-tetrahydro-1′H-[1,3′]biindolyl-2-carboxylic acid methyl ester (250 mg, 0.5 mmol), NaOH (40 mg, 1.0 mmol) in methanol (4 mL) and water (2 mL) was heated to reflux for 3 hr. Then the mixture was concentrated in vacuo to remove methanol. Water (10 mL) was added to the residue. The resulting mixture was acidified with acetic acid, extracted with ethyl acetate. The organic layer was washed with water, dried with Na2SO4, concen... As a reaction SMILES: C[O:2][C:3]([CH:5]1[CH2:13][C:12]2[C:7](=[CH:8][C:9]([O:14][CH3:15])=[CH:10][CH:11]=2)[N:6]1[C:16]1([CH2:27][C:28]2[CH:33]=[CH:32][CH:31]=[C:30]([Cl:34])[CH:29]=2)[C:24]2[C:19](=[CH:20][C:21]([Cl:25])=[CH:22][CH:23]=2)[NH:18][C:17]1=[O:26])=[O:4].[OH-].[Na+]>CO.O>[Cl:25][C:21]1[CH:20]=[C:19]2[C:24]([C:16]([CH2:27][C:28]3[CH:33]=[CH:32][CH:31]=[C:30]([Cl:34])[CH:29]=3)([N:6]3[C:7]4[C:12](=[CH:11][CH:10]=[C:9]([O:14][CH3:15])[CH:8]=4)[CH2:13][CH:5]3[C:3]([OH:4])=[O:2])[C:17](=[O:26])[NH:18]2)=[CH:23][CH:22]=1 |f:1.2|. The product is ClC1=CC=C2C(C(NC2=C1)=O)(N1C(CC2=CC=C(C=C12)OC)C(=O)O)CC1=CC(=CC=C1)Cl (rac-6′-Chloro-3′-(3-chloro-benzyl)-6-methoxy-2′-oxo-2,3,2′,3′-tetrahydro-1′H-[1,3′]biindolyl-2-carboxylic acid). Starting materials: COC(=O)C1N(C2=CC(=CC=C2C1)OC)C1(C(NC2=CC(=CC=C12)Cl)=O)CC1=CC(=CC=C1)Cl (rac-6′-Chloro-3′-(3-chloro-benzyl)-6-methoxy-2′-oxo-2,3,2′,3′-tetrahydro-1′H-[1,3′]biindolyl-2-carboxylic acid methyl ester), [OH-].[Na+] (NaOH). Isolated yield 103.4%. Run in CO (methanol), O (water). Reactants: C1COCCO1, COc1cccc(B(O)O)c1, CCOC(C)=O, [Na+], [Na+], O=C([O-])[O-], Cl[Pd]Cl, Cc1ccc(S(=O)(=O)OC(=CC(C)C)c2cc3cccnc3n2S(=O)(=O)c2ccccc2)cc1, c1ccc(P(c2ccccc2)c2ccccc2)cc1, c1ccc(P(c2ccccc2)c2ccccc2)cc1. Product: COc1cccc(C(=CC(C)C)c2cc3cccnc3n2S(=O)(=O)c2ccccc2)c1. As a reaction SMILES: [CH2:52]1[O:53][CH2:54][CH2:55][O:56][CH2:57]1.[CH3:35][O:36][c:37]1[cH:38][c:39]([B:43]([OH:44])[OH:45])[cH:40][cH:41][cH:42]1.[CH3:58][CH2:59][O:60][C:61](=[O:62])[CH3:63].[Na+:46].[Na+:47].[O-:48][C:49](=[O:50])[O-:51].[Pd:64]([Cl:65])[Cl:66].[c:1]1([S:7](=[O:8])(=[O:9])[n:10]2[c:11]([C:19](=[CH:20][CH:21]([CH3:22])[CH3:23])[O:24][S:25]([c:26]3[cH:27][cH:28][c:29]([CH3:30])[cH:31][cH:32]3)(=[O:33])=[O:34])[cH:12][c:13]3[c:14]2[n:15][cH:16][cH:17][cH:18]3)[cH:2][cH:3][cH:4][cH:5][cH:6]1.[c:67]1([P:68]([c:69]2[cH:70][cH:71][cH:72][cH:73][cH:74]2)[c:75]2[cH:76][cH:77][cH:78][cH:79][cH:80]2)[cH:81][cH:82][cH:83][cH:84][cH:85]1.[c:86]1([P:87]([c:88]2[cH:89][cH:90][cH:91][cH:92][cH:93]2)[c:94]2[cH:95][cH:96][cH:97][cH:98][cH:99]2)[cH:100][cH:101][cH:102][cH:103][cH:104]1>>[c:1]1([S:7](=[O:8])(=[O:9])[n:10]2[c:11]([C:19](=[CH:20][CH:21]([CH3:22])[CH3:23])[c:39]3[cH:38][c:37]([O:36][CH3:35])[cH:42][cH:41][cH:40]3)[cH:12][c:13]3[c:14]2[n:15][cH:16][cH:17][cH:18]3)[cH:2][cH:3][cH:4][cH:5][cH:6]1. Reactants: COC=1C(=C(C(=CC1[N+](=O)[O-])[N+](=O)[O-])C1=C(C(=C(C=C1[N+](=O)[O-])[N+](=O)[O-])NCCO)[N+](=O)[O-])[N+](=O)[O-] (3-methoxy-3'-(2-hydroxyethylamino)-2,2',4,4',6,6'-hexanitrobiphenyl), N (ammonia), N (ammonia). Solvent: CO (methanol), CO (methanol). Reaction conditions: time 3 hour. The product is NC=1C(=C(C(=CC1[N+](=O)[O-])[N+](=O)[O-])C1=C(C(=C(C=C1[N+](=O)[O-])[N+](=O)[O-])NCCO)[N+](=O)[O-])[N+](=O)[O-] (3-Amino-3'-(2-hydroxyethylamino)-2,2',4,4',6,6'-hexanitrobiphenyl). RXN SMILES: CO[C:3]1[C:4]([N+:34]([O-:36])=[O:35])=[C:5]([C:15]2[C:20]([N+:21]([O-:23])=[O:22])=[CH:19][C:18]([N+:24]([O-:26])=[O:25])=[C:17]([NH:27][CH2:28][CH2:29][OH:30])[C:16]=2[N+:31]([O-:33])=[O:32])[C:6]([N+:12]([O-:14])=[O:13])=[CH:7][C:8]=1[N+:9]([O-:11])=[O:10].[NH3:37]>CO>[NH2:37][C:7]1[C:6]([N+:12]([O-:14])=[O:13])=[C:5]([C:15]2[C:20]([N+:21]([O-:23])=[O:22])=[CH:19][C:18]([N+:24]([O-:26])=[O:25])=[C:17]([NH:27][CH2:28][CH2:29][OH:30])[C:16]=2[N+:31]([O-:33])=[O:32])[C:4]([N+:34]([O-:36])=[O:35])=[CH:3][C:8]=1[N+:9]([O-:11])=[O:10]. Procedure: A mixture of 0.55 g (0.0011 mole) of 3-methoxy-3'-(2-hydroxyethylamino)-2,2',4,4',6,6'-hexanitrobiphenyl and 10 ml of methanol was stirred in an ice bath while a solution of gaseous ammonia in methanol was added until the mixture remained basic to damp pH paper. The mixture was then kept basic with ammonia as it was stirred at room temperature for 3 hours. After standing overnight, the insoluble yellow solid product 3-amino-3'-(2-hydroxyethylamino)-2,2',4,4',6,6'-hexanitrobiphenyl was removed to... Run in CO (methanol). Procedure: A mixture of methyl 3,4-diphenyl-1H-pyrrole-1-nonanoate (2.50g, 6.4mmol), 5N sodium hydroxide solution (3.86mL, 19mmol) and methanol (50mL) was heated on a steam bath. After 30 minutes, the solvent was evaporated, the residue diluted with 1N HC1 solution and extracted with CH2Cl2. The combined extracts were dried over sodium sulfate, concentrated in vacuo and the residual oil chromatographed on a column of silica gel. Elution with a mixture of diethyl ether and hexanes (3:2) gave 3,4-diphenyl-1H... The product is C1(=CC=CC=C1)C1=CN(C=C1C1=CC=CC=C1)CCCCCCCCC(=O)O (3,4-diphenyl-1H-pyrrole-1-nonanoic acid). Starting materials: C1(=CC=CC=C1)C1=CN(C=C1C1=CC=CC=C1)CCCCCCCCC(=O)OC (methyl 3,4-diphenyl-1H-pyrrole-1-nonanoate), [OH-].[Na+] (sodium hydroxide). Yield: 91.5%. As a reaction SMILES: [C:1]1([C:7]2[C:11]([C:12]3[CH:17]=[CH:16][CH:15]=[CH:14][CH:13]=3)=[CH:10][N:9]([CH2:18][CH2:19][CH2:20][CH2:21][CH2:22][CH2:23][CH2:24][CH2:25][C:26]([O:28]C)=[O:27])[CH:8]=2)[CH:6]=[CH:5][CH:4]=[CH:3][CH:2]=1.[OH-].[Na+]>CO>[C:12]1([C:11]2[C:7]([C:1]3[CH:2]=[CH:3][CH:4]=[CH:5][CH:6]=3)=[CH:8][N:9]([CH2:18][CH2:19][CH2:20][CH2:21][CH2:22][CH2:23][CH2:24][CH2:25][C:26]([OH:28])=[O:27])[CH:10]=2)[CH:13]=[CH:14][CH:15]=[CH:16][CH:17]=1 |f:1.2|. Reaction conditions: time 30 minute. The reactants are BrC(C(=O)C1=CC=C(C=C1)C12CCC(CC1)(CC2)CC(=O)OC)(C)C (methyl {4-[4-(2-bromo-2-methylpropanoyl)phenyl]bicyclo[2.2.2]oct-1-yl}acetate), C1(=CC=CC=C1)C12CC3(CC(CC(C1)C3)C2)CC(=O)OC (methyl (3-phenyl-1-adamantyl)acetate). Product: BrC(C(=O)C1=CC=C(C=C1)C12CC3(CC(CC(C1)C3)C2)CC(=O)OC)(C)C (Methyl {3-[4-(2-bromo-2-methylpropanoyl)phenyl]-1-adamantyl}acetate). Yield: 35.0%. As a reaction SMILES: [Br:1][C:2]([CH3:25])([CH3:24])[C:3](C1C=CC(C23CCC(CC(OC)=O)(CC2)CC3)=CC=1)=[O:4].[C:26]1([C:32]23[CH2:41][CH:36]4[CH2:37][CH:38]([CH2:40][C:34]([CH2:42][C:43]([O:45][CH3:46])=[O:44])([CH2:35]4)[CH2:33]2)[CH2:39]3)[CH:31]=[CH:30][CH:29]=[CH:28][CH:27]=1>>[Br:1][C:2]([CH3:25])([CH3:24])[C:3]([C:29]1[CH:28]=[CH:27][C:26]([C:32]23[CH2:41][CH:36]4[CH2:37][CH:38]([CH2:40][C:34]([CH2:42][C:43]([O:45][CH3:46])=[O:44])([CH2:35]4)[CH2:33]2)[CH2:39]3)=[CH:31][CH:30]=1)=[O:4]. Procedure: Prepared according to the procedure described for Intermediate 9 using methyl (3-phenyl-1-adamantyl)acetate, the title compound being isolated in 35% yield: 1H NMR (CDCl3) δ 1.66 (d, 4H), 1.71 (s, 2H), 1.77 (s, 2H), 1.87 (s, 4H), 2.04 (s, 6H), 2.18 (s, 2H), 2.20-2.22 (m, 2H), 3.65 (s, 3H), 7.41 (d, 2H), 8.12 (d, 2H); GC-MS CI m/e MH+ 433.